This data is from the Open Reaction Database (ORD), a public repository of structured organic reaction records. The task is: describe an organic reaction: reactants, conditions, products, and yield Starting materials: [OH-].[Na+] (sodium hydroxide), OC1=CN(C2=CC(=CC=C2C1=O)OCC(F)(F)F)C (3-hydroxy-1-methyl-7-(2,2,2-trifluoroethoxy)-4-quinolone), [OH-].[Na+] (sodium hydroxide), CS(=O)(=O)Cl (Methanesulphonyl chloride). Run in O (water). Product: CS(=O)(=O)OC1=CN(C2=CC(=CC=C2C1=O)OCC(F)(F)F)C (1-methyl-4-oxo-7-(2,2,2-trifluoroethoxy)-1,4-dihydro-quinol-3-yl methanesulphonate). RXN SMILES: [OH:1][C:2]1[C:11](=[O:12])[C:10]2[C:5](=[CH:6][C:7]([O:13][CH2:14][C:15]([F:18])([F:17])[F:16])=[CH:8][CH:9]=2)[N:4]([CH3:19])[CH:3]=1.[OH-].[Na+].[CH3:22][S:23](Cl)(=[O:25])=[O:24]>O>[CH3:22][S:23]([O:1][C:2]1[C:11](=[O:12])[C:10]2[C:5](=[CH:6][C:7]([O:13][CH2:14][C:15]([F:18])([F:16])[F:17])=[CH:8][CH:9]=2)[N:4]([CH3:19])[CH:3]=1)(=[O:25])=[O:24] |f:1.2|. Procedure: A mixture of 3-hydroxy-1-methyl-7-(2,2,2-trifluoroethoxy)-4-quinolone (0.40 g), aqueous sodium hydroxide (5M, 0.43 ml) and water (10 ml) was stirred under nitrogen at 0°. Methanesulphonyl chloride (0.25 g) was added with stirring and the pH adjusted to 9 with aqueous sodium hydroxide (5M, 0.5 ml). The resultant solid was collected by filtration, washed with water (10 ml) and crystallised from industrial methylated spirit (10 ml) to give the novel compound 1-methyl-4-oxo-7-(2,2,2-trifluoroethoxy)... The reactants are CC(C)O, ClCc1ccccc1, Cl, c1ccc(C2CNCc3sccc32)cc1. Yields the product c1ccc(CN2Cc3sccc3C(c3ccccc3)C2)cc1. Reaction SMILES: [CH:25]([OH:26])([CH3:27])[CH3:28].[Cl:1][CH2:2][c:3]1[cH:4][cH:5][cH:6][cH:7][cH:8]1.[ClH:24].[c:9]1([CH:15]2[c:16]3[c:17]([s:21][cH:22][cH:23]3)[CH2:18][NH:19][CH2:20]2)[cH:10][cH:11][cH:12][cH:13][cH:14]1>>[CH2:2]([c:3]1[cH:4][cH:5][cH:6][cH:7][cH:8]1)[N:19]1[CH2:18][c:17]2[c:16]([cH:23][cH:22][s:21]2)[CH:15]([c:9]2[cH:10][cH:11][cH:12][cH:13][cH:14]2)[CH2:20]1. Reactants: C=CCCO, CCOC(C)=O, [H-], Nc1cncc(Cl)n1, [Na+], C1COCCO1. The product is C=CCCOc1cncc(N)n1. RXN SMILES: [CH2:3]([CH2:4][CH:5]=[CH2:6])[OH:7].[CH3:22][CH2:23][O:24][C:25](=[O:26])[CH3:27].[H-:2].[NH2:8][c:9]1[n:10][c:11]([Cl:15])[cH:12][n:13][cH:14]1.[Na+:1].[O:16]1[CH2:17][CH2:18][O:19][CH2:20][CH2:21]1>>[CH2:3]([CH2:4][CH:5]=[CH2:6])[O:7][c:11]1[n:10][c:9]([NH2:8])[cH:14][n:13][cH:12]1. Starting materials: N1C=CC2=C(C=CC=C12)C=1N=C(C2=C(N1)C=C(S2)CN2CCNCC2)N2CCOCC2 (2-(1H-indol-4-yl)-4-morpholin-4-yl-6-piperazin-1-ylmethyl-thieno[3,2-d]pyrimidine), C(C1CO1)OCCCC (butyl glycidyl ether), C(C1CO1)OCCCC (butyl glycidyl ether). Solvent: CN(C=O)C (N,N-dimethylformamide). Product: C(CCC)OCC(CN1CCN(CC1)CC1=CC=2N=C(N=C(C2S1)N1CCOCC1)C1=C2C=CNC2=CC=C1)O (1-Butoxy-3-{4-[2-(1H-indol-4-yl)-4-morpholin-4-yl-thieno[3,2-d]pyrimidin-6-ylmethyl]-piperazin-1-yl}-propan-2-ol). As a reaction SMILES: [NH:1]1[C:9]2[C:4](=[C:5]([C:10]3[N:11]=[C:12]([N:26]4[CH2:31][CH2:30][O:29][CH2:28][CH2:27]4)[C:13]4[S:18][C:17]([CH2:19][N:20]5[CH2:25][CH2:24][NH:23][CH2:22][CH2:21]5)=[CH:16][C:14]=4[N:15]=3)[CH:6]=[CH:7][CH:8]=2)[CH:3]=[CH:2]1.[CH2:32]([O:36][CH2:37][CH2:38][CH2:39][CH3:40])[CH:33]1[O:35][CH2:34]1>CN(C)C=O>[CH2:37]([O:36][CH2:32][CH:33]([OH:35])[CH2:34][N:23]1[CH2:22][CH2:21][N:20]([CH2:19][C:17]2[S:18][C:13]3[C:12]([N:26]4[CH2:27][CH2:28][O:29][CH2:30][CH2:31]4)=[N:11][C:10]([C:5]4[CH:6]=[CH:7][CH:8]=[C:9]5[C:4]=4[CH:3]=[CH:2][NH:1]5)=[N:15][C:14]=3[CH:16]=2)[CH2:25][CH2:24]1)[CH2:38][CH2:39][CH3:40]. Procedure details: To a stirred solution of 2-(1H-indol-4-yl)-4-morpholin-4-yl-6-piperazin-1-ylmethyl-thieno[3,2-d]pyrimidine (50 mg) in N,N-dimethylformamide (3 mL) at r.t. was added 0.1 M Na2HPO4pH 6.8 buffer (0.5 mL) and butyl glycidyl ether (18 μL) and the resulting cloudy mixture was heated at 55° C. for 3 days with 2 extra equivalents of butyl glycidyl ether (18 μL) added during this time. The reaction mixture was partitioned between EtOAc (15 mL) and brine (15 mL), the organic layer was dried (Na2SO4), conc...